From a dataset of the Open Reaction Database (ORD), a public repository of structured organic reaction records. describe an organic reaction: reactants, conditions, products, and yield The reactants are COCCOC, C=CCC1CCC(=O)CC1C, [Cl-], Cl, [KH], [Na+], COS(=O)c1ccccc1. Product: C=CCC1CC(Sc2ccccc2)C(=O)CC1C. Reaction SMILES: [CH2:26]([CH2:27][O:28][CH3:29])[O:30][CH3:31].[CH3:12][CH:13]1[CH2:14][C:15](=[O:22])[CH2:16][CH2:17][CH:18]1[CH2:19][CH:20]=[CH2:21].[Cl-:24].[ClH:25].[KH:11].[Na+:23].[c:1]1([S:7]([O:8][CH3:9])=[O:10])[cH:2][cH:3][cH:4][cH:5][cH:6]1>>[c:1]1([S:7][CH:16]2[C:15](=[O:22])[CH2:14][CH:13]([CH3:12])[CH:18]([CH2:19][CH:20]=[CH2:21])[CH2:17]2)[cH:2][cH:3][cH:4][cH:5][cH:6]1. Reactants: BrCc1ccccc1, CCOC(C)=O, [K+], [K+], O=C([O-])[O-], CN(C)C=O, O, O=C1CCc2cc(O)ccc21. The product is O=C1CCc2cc(OCc3ccccc3)ccc21. Reaction SMILES: [Br:18][CH2:19][c:20]1[cH:21][cH:22][cH:23][cH:24][cH:25]1.[CH3:32][CH2:33][O:34][C:35]([CH3:36])=[O:37].[K+:12].[K+:13].[O-:14][C:15]([O-:16])=[O:17].[O:27]=[CH:28][N:29]([CH3:30])[CH3:31].[OH2:26].[OH:1][c:2]1[cH:3][c:4]2[c:8]([cH:9][cH:10]1)[C:7](=[O:11])[CH2:6][CH2:5]2>>[O:1]([c:2]1[cH:3][c:4]2[c:8]([cH:9][cH:10]1)[C:7](=[O:11])[CH2:6][CH2:5]2)[CH2:19][c:20]1[cH:21][cH:22][cH:23][cH:24][cH:25]1. The reactants are C(C1=CC=CC=C1)N1[C@H](CN(CC1)CC1=CC=CC=C1)C=C ((S)-1,4-dibenzyl-2-vinyl-piperazine), C12CCCC(CCC1)B2 (9-borabicyclo[3.3.1]nonane), FC1=C(C=CC=C1)I (1-fluoro-2-iodo-benzene), C1(=CC=CC=C1)P(C1=CC=CC=C1)C1=CC=CC=C1 (triphenylphosphine), [OH-].[Na+] (NaOH), C(O)CN (ethanolamine). Reagents/catalysts: [Pd].C1(=CC=CC=C1)P(C1=CC=CC=C1)C1=CC=CC=C1.C1(=CC=CC=C1)P(C1=CC=CC=C1)C1=CC=CC=C1.C1(=CC=CC=C1)P(C1=CC=CC=C1)C1=CC=CC=C1.C1(=CC=CC=C1)P(C1=CC=CC=C1)C1=CC=CC=C1 (tetrakis(triphenylphosphine) palladium(0)). Run in C(C)(=O)O.CO (acetic acid methanol), O (water). Conditions: temperature 60 celsius, time 24 hour. The product is C(C1=CC=CC=C1)N1[C@H](CN(CC1)CC1=CC=CC=C1)CCC1=C(C=CC=C1)F ((S)-1,4-Dibenyl-2-(2-(2-fluoro-phenyl)-ethyl)-piperazine). As a reaction SMILES: [CH2:1]([N:8]1[CH2:13][CH2:12][N:11]([CH2:14][C:15]2[CH:20]=[CH:19][CH:18]=[CH:17][CH:16]=2)[CH2:10][C@@H:9]1[CH:21]=[CH2:22])[C:2]1[CH:7]=[CH:6][CH:5]=[CH:4][CH:3]=1.C12BC(CCC1)CCC2.[F:32][C:33]1[CH:38]=[CH:37][CH:36]=[CH:35][C:34]=1I.C1(P(C2C=CC=CC=2)C2C=CC=CC=2)C=CC=CC=1.[OH-].[Na+].C(CN)O>O.C(O)(=O)C.CO.[Pd].C1(P(C2C=CC=CC=2)C2C=CC=CC=2)C=CC=CC=1.C1(P(C2C=CC=CC=2)C2C=CC=CC=2)C=CC=CC=1.C1(P(C2C=CC=CC=2)C2C=CC=CC=2)C=CC=CC=1.C1(P(C2C=CC=CC=2)C2C=CC=CC=2)C=CC=CC=1>[CH2:1]([N:8]1[CH2:13][CH2:12][N:11]([CH2:14][C:15]2[CH:20]=[CH:19][CH:18]=[CH:17][CH:16]=2)[CH2:10][C@@H:9]1[CH2:21][CH2:22][C:34]1[CH:35]=[CH:36][CH:37]=[CH:38][C:33]=1[F:32])[C:2]1[CH:3]=[CH:4][CH:5]=[CH:6][CH:7]=1 |f:4.5,8.9,10.11.12.13.14|. Reported procedure: Combine (S)-1,4-dibenzyl-2-vinyl-piperazine (2.0 g, 6.84 mmol) and 9-borabicyclo[3.3.1]nonane (82.1 mL, 41.04 mmol, 0.5 M in THF) and stir at ambient temperature. After 24 hours, add 1-fluoro-2-iodo-benzene (2.3 g, 10.26 mmol), triphenylphosphine (287.0 mg, 1.09 mmol), tetrakis(triphenylphosphine) palladium(0)(158.0 mg, 0.14 mmol), and 3N NaOH (5.6 mL) and stir at 60° C. After 22 hours, add ethanolamine (10.0 mL) and dilute the mixture with water. Extract with ethyl acetate and combine, wash (br... Reactants: N#Cc1cc(Br)ccc1NC(=O)c1ccccn1, CO, [H][H], N. Product: NCc1cc(Br)ccc1NC(=O)c1ccccn1. As a reaction SMILES: [Br:1][c:2]1[cH:3][c:4]([C:17]#[N:18])[c:5]([NH:8][C:9](=[O:10])[c:11]2[n:12][cH:13][cH:14][cH:15][cH:16]2)[cH:6][cH:7]1.[CH3:22][OH:23].[H:20][H:21].[NH3:19]>>[Br:1][c:2]1[cH:3][c:4]([CH2:17][NH2:18])[c:5]([NH:8][C:9](=[O:10])[c:11]2[n:12][cH:13][cH:14][cH:15][cH:16]2)[cH:6][cH:7]1. The reactants are BrC=1C=CC(=C(C1)NS(=O)(=O)C)C(=O)N1CCN(CC1)C1=NC=C(C=C1C)C (N-{5-bromo-2-[4-(3,5-dimethylpyridin-2-yl)piperazine-1-carbonyl]phenyl}methanesulfonamide), C(C)(=O)N1C(NCC1)=O (1-acetylimidazolidin-2-one). Yields the product C(C)(=O)N1C(N(CC1)C=1C=CC(=C(C1)NS(=O)(=O)C)C(=O)N1CCN(CC1)C1=NC=C(C=C1C)C)=O (N-{5-(3-acetyl-2-oxoimidazolidin-1-yl)-2-[4-(3,5-dimethylpyridin-2-yl)piperazine-1-carbonyl]phenyl}methanesulfonamide). The yield is 13.0%. Reaction SMILES: Br[C:2]1[CH:3]=[CH:4][C:5]([C:13]([N:15]2[CH2:20][CH2:19][N:18]([C:21]3[C:26]([CH3:27])=[CH:25][C:24]([CH3:28])=[CH:23][N:22]=3)[CH2:17][CH2:16]2)=[O:14])=[C:6]([NH:8][S:9]([CH3:12])(=[O:11])=[O:10])[CH:7]=1.[C:29]([N:32]1[CH2:36][CH2:35][NH:34][C:33]1=[O:37])(=[O:31])[CH3:30]>>[C:29]([N:32]1[CH2:36][CH2:35][N:34]([C:2]2[CH:3]=[CH:4][C:5]([C:13]([N:15]3[CH2:20][CH2:19][N:18]([C:21]4[C:26]([CH3:27])=[CH:25][C:24]([CH3:28])=[CH:23][N:22]=4)[CH2:17][CH2:16]3)=[O:14])=[C:6]([NH:8][S:9]([CH3:12])(=[O:11])=[O:10])[CH:7]=2)[C:33]1=[O:37])(=[O:31])[CH3:30]. Procedure details: Using N-{5-bromo-2-[4-(3,5-dimethylpyridin-2-yl)piperazine-1-carbonyl]phenyl}methanesulfonamide (806 mg) described in Preparation Example 226 and 1-acetylimidazolidin-2-one (221 mg) and by the reaction and treatment in the same manner as in Example 536, the title compound (115 mg) was obtained.